This data is from the Open Reaction Database (ORD), a public repository of structured organic reaction records. The task is: describe an organic reaction: reactants, conditions, products, and yield The reactants are N1CCOCC1 (morpholine), BrC1=CC=C(CN2C(C3(C4=CC=CC=C24)COC2=C3C=C(C(=C2)F)F)=O)C=C1 (1′-(4-bromobenzyl)-5,6-difluorospiro[1-benzofuran-3,3′-indol]-2′(1′H)-one), C(=O)(OC(C)(C)C)N1C[C@@H](CC1)N ((R)-(+)-1-Boc-3-aminopyrrolidine), BrC=1C=CC(=NC1)CN1C(C2(C3=CC=CC=C13)COC1=CC3=C(OCCO3)C=C12)=O (1′-[(5-bromopyridin-2-yl)methyl]-2,3-dihydrospiro[furo[2,3-g][1,4]benzodioxine-8,3′-indol]-2′(1′H)-one). Yields the product N1(CCOCC1)C=1C=CC(=NC1)CN1C(C2(C3=CC=CC=C13)COC1=CC3=C(OCCO3)C=C12)=O (1′-[(5-morpholin-4-ylpyridin-2-yl)methyl]-2,3-dihydrospiro[furo[2,3-g][1,4]benzodioxine-8,3′-indol]-2′(1′H)-one). Reaction SMILES: [NH:1]1[CH2:6][CH2:5][O:4][CH2:3][CH2:2]1.C(N1CC[C@@H](N)C1)(OC(C)(C)C)=O.Br[C:21]1[CH:22]=[CH:23][C:24]([CH2:27][N:28]2[C:36]3[C:31](=[CH:32][CH:33]=[CH:34][CH:35]=3)[C:30]3([C:48]4[C:39](=[CH:40][C:41]5[O:46][CH2:45][CH2:44][O:43][C:42]=5[CH:47]=4)[O:38][CH2:37]3)[C:29]2=[O:49])=[N:25][CH:26]=1.BrC1C=CC(CN2C3C(=CC=CC=3)C3(C4C=C(F)C(F)=CC=4OC3)C2=O)=CC=1>>[N:1]1([C:21]2[CH:22]=[CH:23][C:24]([CH2:27][N:28]3[C:36]4[C:31](=[CH:32][CH:33]=[CH:34][CH:35]=4)[C:30]4([C:48]5[C:39](=[CH:40][C:41]6[O:46][CH2:45][CH2:44][O:43][C:42]=6[CH:47]=5)[O:38][CH2:37]4)[C:29]3=[O:49])=[N:25][CH:26]=2)[CH2:6][CH2:5][O:4][CH2:3][CH2:2]1. Procedure details: Following the procedure as described in EXAMPLE 33.1 and making non-critical variations using morpholine to replace (R)-(+)-1-Boc-3-aminopyrrolidine, and 1′-[(5-bromopyridin-2-yl)methyl]-2,3-dihydrospiro[furo[2,3-g][1,4]benzodioxine-8,3′-indol]-2′(1′H)-one to replace 1′-(4-bromobenzyl)-5,6-difluorospiro[1-benzofuran-3,3′-indol]-2′(1′H)-one, 1′-[(5-morpholin-4-ylpyridin-2-yl)methyl]-2,3-dihydrospiro[furo[2,3-g][1,4]benzodioxine-8,3′-indol]-2′(1′H)-one was obtained (60%) as a pale yellow solid: mp... Reactants: CO, COc1ccc(C2=NN(C3CCN(c4ccc([N+](=O)[O-])cc4)CC3)C(=O)C3CC=CCC23)cc1OC, Clc1ncccn1. Yields the product COc1ccc(C2=NN(C3CCN(c4ncccn4)CC3)C(=O)C3CC=CCC23)cc1OC. Reaction SMILES: [CH3:44][OH:45].[CH3:8][O:9][c:10]1[cH:11][c:12]([C:18]2=[N:19][N:20]([CH:29]3[CH2:30][CH2:31][N:32]([c:35]4[cH:36][cH:37][c:38]([N+:39]([O-:40])=[O:41])[cH:42][cH:43]4)[CH2:33][CH2:34]3)[C:21](=[O:28])[CH:22]3[CH2:23][CH:24]=[CH:25][CH2:26][CH:27]23)[cH:13][cH:14][c:15]1[O:16][CH3:17].[Cl:1][c:2]1[n:3][cH:4][cH:5][cH:6][n:7]1>>[c:2]1([N:32]2[CH2:31][CH2:30][CH:29]([N:20]3[N:19]=[C:18]([c:12]4[cH:11][c:10]([O:9][CH3:8])[c:15]([O:16][CH3:17])[cH:14][cH:13]4)[CH:27]4[CH:22]([C:21]3=[O:28])[CH2:23][CH:24]=[CH:25][CH2:26]4)[CH2:34][CH2:33]2)[n:3][cH:4][cH:5][cH:6][n:7]1. The yield is 40.0%. Reaction SMILES: [CH3:1][C:2]1[CH:7]=[C:6]([CH3:8])[NH:5]C(=O)[C:3]=1[CH2:10][NH:11][C:12]([C:14]1[C:15]([CH3:43])=[C:16]([N:28]([CH3:42])[CH:29]2CCN(C(OC(C)(C)C)=O)CC2)[CH:17]=[C:18]([C:20]2[CH:21]=[N:22][C:23](C=O)=[CH:24][CH:25]=2)[CH:19]=1)=[O:13].[NH:44]1[CH2:49][CH2:48]O[CH2:46][CH2:45]1.[CH3:50][OH:51].[C:52](O)(=O)[CH3:53].[BH3-][C:57]#N.[Na+]>>[CH3:1][C:2]1[CH:7]=[C:6]([CH3:8])[NH:5][C:50](=[O:51])[C:3]=1[CH2:10][NH:11][C:12](=[O:13])[C:14]1[CH:19]=[C:18]([C:20]2[CH:21]=[N:22][C:23]([CH:52]([CH3:53])[CH3:57])=[CH:24][CH:25]=2)[CH:17]=[C:16]([N:28]([CH3:42])[CH:29]2[CH2:46][CH2:45][NH:44][CH2:49][CH2:48]2)[C:15]=1[CH3:43] |f:4.5|. Starting materials: CC1=C(C(NC(=C1)C)=O)CNC(=O)C=1C(=C(C=C(C1)C=1C=NC(=CC1)C=O)N(C1CCN(CC1)C(=O)OC(C)(C)C)C)C (tert-butyl 4-((3-(((4,6-dimethyl-2-oxo-1,2-dihydropyridin-3-yl)methyl)carbamoyl)-5-(6-formylpyridin-3-yl)-2-methylphenyl)(methyl)amino)piperidine-1-carboxylate), N1CCOCC1 (morpholine), CO (methanol), C(C)(=O)O (acetic acid), [BH3-]C#N.[Na+] (NaBH3CN). Run at time 4 hour. Product: CC1=C(C(NC(=C1)C)=O)CNC(C1=C(C(=CC(=C1)C=1C=NC(=CC1)C(C)C)N(C1CCNCC1)C)C)=O (N-((4,6-dimethyl-2-oxo-1,2-dihydropyridin-3-yl)methyl)-5-(6-((dimethyl)methyl)pyridin-3-yl)-2-methyl-3-(methyl(piperidin-4-yl)amino)benzamide). Procedure: To a stirred solution of tert-butyl 4-((3-(((4,6-dimethyl-2-oxo-1,2-dihydropyridin-3-yl)methyl)carbamoyl)-5-(6-formylpyridin-3-yl)-2-methylphenyl)(methyl)amino)piperidine-1-carboxylate (1 equiv.) and morpholine (5 equiv.) in methanol (5 mL for 0.3 mmol), acetic acid (1 equiv.) was added and reaction stirred at room temperature for 4 h. Then reducing agent NaBH3CN (1 equiv.) was added and reaction stirred overnight. On completion, solvent was removed under reduced pressure and residue purified by... Reactants: CC[Si](CC)(CC)C(F)(F)F, CN(C)P(=O)(N(C)C)N(C)C, [Cu]I, [F-], COC(=O)c1cc(-c2c(I)cnn2C)cs1, [K+], CN(C)C=O. The product is COC(=O)c1cc(-c2c(C(F)(F)F)cnn2C)cs1. As a reaction SMILES: [CH2:19]([Si:20]([CH2:21][CH3:26])([C:22]([F:23])([F:24])[F:25])[CH2:27][CH3:28])[CH3:29].[CH3:35][N:36]([CH3:37])[P:38]([N:39]([CH3:40])[CH3:41])([N:42]([CH3:43])[CH3:44])=[O:45].[Cu:46][I:47].[F-:17].[I:1][c:2]1[cH:3][n:4][n:5]([CH3:16])[c:6]1-[c:7]1[cH:8][c:9]([C:12](=[O:13])[O:14][CH3:15])[s:10][cH:11]1.[K+:18].[O:30]=[CH:31][N:32]([CH3:33])[CH3:34]>>[c:2]1([C:22]([F:23])([F:24])[F:25])[cH:3][n:4][n:5]([CH3:16])[c:6]1-[c:7]1[cH:8][c:9]([C:12](=[O:13])[O:14][CH3:15])[s:10][cH:11]1. RXN SMILES: [CH3:1][C:2](=[O:7])[C:3]([CH3:6])([CH3:5])[CH3:4].[CH:8]1[C:13]([CH:14]=O)=[CH:12][C:11]2[O:16][CH2:17][O:18][C:10]=2[CH:9]=1.[OH-].[Na+]>C(O)C.O>[O:18]1[C:10]2[CH:9]=[CH:8][C:13]([CH:14]=[CH:1][C:2](=[O:7])[C:3]([CH3:6])([CH3:5])[CH3:4])=[CH:12][C:11]=2[O:16][CH2:17]1 |f:2.3|. The reactants are CC(C(C)(C)C)=O (pinacolone), C1=CC2=C(C=C1C=O)OCO2 (piperonal), [OH-].[Na+] (sodium hydroxide). The yield is 90.1%. The solvent is C(C)O (ethanol), O (water). Product: O1COC2=C1C=CC(=C2)C=CC(C(C)(C)C)=O (1-(1,3-benzodioxol-5-yl)-4,4-dimethyl-1-penten-3-one). Procedure details: To a mixture of pinacolone (55 g) and piperonal (75 g) in ethanol (200 ml) was added a sodium hydroxide (5.0 g) in water (115 ml) solution. The mixture solidified after stirring at room temperature for 2 days. Filtration collected 137 g of solid which was then dissolved in ethyl acetate (500 ml), washed with water (500 ml), and dried over anhydrous magnesium sulfate. Concentration and trituration in hexane yielded 104.5 g of colorless solid product, mp 94°-96° C. Using essentially the same proce... Reaction conditions: time 2 day.